This data is from the Open Reaction Database (ORD), a public repository of structured organic reaction records. The task is: describe an organic reaction: reactants, conditions, products, and yield Reactants: CC(=O)CCC=C(C)CCC=C(C)C, COC(=O)OC, [Cl-], [Cl-], [NH4+], [Na+]. Product: COC(=O)CC(=O)CCC=C(C)CCC=C(C)C. Reaction SMILES: [CH2:1]([CH:2]=[C:3]([CH3:4])[CH2:5][CH2:6][CH:7]=[C:8]([CH3:9])[CH3:10])[CH2:11][C:12]([CH3:13])=[O:14].[CH3:19][O:20][C:21]([O:22][CH3:24])=[O:23].[Cl-:15].[Cl-:17].[NH4+:16].[Na+:18]>>[CH2:1]([CH:2]=[C:3]([CH3:4])[CH2:5][CH2:6][CH:7]=[C:8]([CH3:9])[CH3:10])[CH2:11][C:12]([CH2:13][C:21]([O:20][CH3:19])=[O:22])=[O:14]. Procedure details: A suspension of methyltriphenylphosphonium bromide (58.92 g, 162 mmol) in tetrahydrofuran (400 ml) was treated with potassium tert-butylate (18.51 g, 162 mmol), and the yellow mixture was stirred at room temperature for 20 minutes. The orange reaction mixture was cooled to 0° C., and a solution of 1-(5-bromo-2-fluoro-phenyl)-ethanone (29.33 g, 135 mmol) in tetrahydrofuran (50 ml) was added within 16 minutes. The mixture was left to warm to room temperature and stirred for 1.5 hours. For the work... Run at time 20 minute. As a reaction SMILES: [CH3:1]C([O-])(C)C.[K+].[Br:7][C:8]1[CH:9]=[CH:10][C:11]([F:17])=[C:12]([C:14](=O)[CH3:15])[CH:13]=1>[Br-].C[P+](C1C=CC=CC=1)(C1C=CC=CC=1)C1C=CC=CC=1.O1CCCC1.C(OCC)(=O)C>[Br:7][C:8]1[CH:9]=[CH:10][C:11]([F:17])=[C:12]([C:14]([CH3:1])=[CH2:15])[CH:13]=1 |f:0.1,3.4|. Reactants: CC(C)(C)[O-].[K+] (potassium tert-butylate), BrC=1C=CC(=C(C1)C(C)=O)F (1-(5-bromo-2-fluoro-phenyl)-ethanone). Yields the product BrC1=CC(=C(C=C1)F)C(=C)C (4-bromo-1-fluoro-2-isopropenyl-benzene). Run in O1CCCC1 (tetrahydrofuran), O1CCCC1 (tetrahydrofuran), C(C)(=O)OCC (ethyl acetate). The reagents and catalysts are [Br-].C[P+](C1=CC=CC=C1)(C1=CC=CC=C1)C1=CC=CC=C1 (methyltriphenylphosphonium bromide).